From a dataset of the Open Reaction Database (ORD), a public repository of structured organic reaction records. describe an organic reaction: reactants, conditions, products, and yield The reactants are CCN(C(C)C)C(C)C, CS(=O)(=O)Cl, CO, ClCCl, ClCCl, Cl, Cl, COc1ccccc1Oc1c(NS(=O)(=O)c2ccc(C)cn2)nc(-c2ccnc(CN)c2)nc1OC. Yields the product COc1ccccc1Oc1c(NS(=O)(=O)c2ccc(C)cn2)nc(-c2ccnc(CNS(C)(=O)=O)c2)nc1OC. As a reaction SMILES: [CH2:38]([N:39]([CH:40]([CH3:41])[CH3:42])[CH:43]([CH3:44])[CH3:45])[CH3:46].[CH3:47][S:48]([Cl:49])(=[O:50])=[O:51].[CH3:59][OH:60].[Cl:53][CH2:54][Cl:55].[Cl:56][CH2:57][Cl:58].[ClH:1].[ClH:52].[NH2:2][CH2:3][c:4]1[n:5][cH:6][cH:7][c:8](-[c:10]2[n:11][c:12]([O:36][CH3:37])[c:13]([O:27][c:28]3[c:29]([O:34][CH3:35])[cH:30][cH:31][cH:32][cH:33]3)[c:14]([NH:16][S:17](=[O:18])(=[O:19])[c:20]3[n:21][cH:22][c:23]([CH3:26])[cH:24][cH:25]3)[n:15]2)[cH:9]1>>[NH:2]([CH2:3][c:4]1[n:5][cH:6][cH:7][c:8](-[c:10]2[n:11][c:12]([O:36][CH3:37])[c:13]([O:27][c:28]3[c:29]([O:34][CH3:35])[cH:30][cH:31][cH:32][cH:33]3)[c:14]([NH:16][S:17](=[O:18])(=[O:19])[c:20]3[n:21][cH:22][c:23]([CH3:26])[cH:24][cH:25]3)[n:15]2)[cH:9]1)[S:48]([CH3:47])(=[O:50])=[O:51].